describe an organic reaction: reactants, conditions, products, and yield From a dataset of the Open Reaction Database (ORD), a public repository of structured organic reaction records. Reaction SMILES: [C:1]([CH3:2])(=[O:3])[O:4][CH:5]1[CH:6]([O:7][CH3:8])[O:9][CH:10]([CH2:16][O:17][C:18]([CH3:19])=[O:20])[CH:11]1[O:12][C:13]([CH3:14])=[O:15].[C:45](=[O:46])([OH:47])[O-:48].[CH3:28][C:29]([O:30][C:31](=[O:32])[CH3:33])=[O:34].[CH3:41][C:42]([O-:43])=[O:44].[CH3:50][CH2:51][O:52][C:53](=[O:54])[CH3:55].[CH:21]([O:22][CH:23]([CH3:24])[CH3:25])([CH3:26])[CH3:27].[Na+:40].[Na+:49].[S:35](=[O:36])(=[O:37])([OH:38])[OH:39]>>[C:1]([CH3:2])(=[O:3])[O:4][CH:5]1[CH:6]([O:43][C:42]([CH3:41])=[O:44])[O:9][CH:10]([CH2:16][O:17][C:18]([CH3:19])=[O:20])[CH:11]1[O:12][C:13]([CH3:14])=[O:15]. Reactants: COC1OC(COC(C)=O)C(OC(C)=O)C1OC(C)=O, O=C([O-])O, CC(=O)OC(C)=O, CC(=O)[O-], CCOC(C)=O, CC(C)OC(C)C, [Na+], [Na+], O=S(=O)(O)O. Yields the product CC(=O)OCC1OC(OC(C)=O)C(OC(C)=O)C1OC(C)=O. Reactants: ClC=1C=CC=C2C(N(C3(CCNCC3)C12)C)=O (7-chloro-2-methylspiro[isoindoline-1,4′-piperidin]-3-one), ClC1=C(C=CC(=O)O)C(=CC=C1)Cl (2,6-dichlorocinnamic acid). Yields the product ClC=1C=CC=C2C(N(C3(CCN(CC3)C(\C=C\C3=C(C=CC=C3Cl)Cl)=O)C12)C)=O ((E)-7-chloro-1′-(3-(2,6-dichlorophenyl)acryloyl)-2-methylspiro[isoindoline-1,4′-piperidin]-3-one). RXN SMILES: [Cl:1][C:2]1[CH:3]=[CH:4][CH:5]=[C:6]2[C:15]=1[C:9]1([CH2:14][CH2:13][NH:12][CH2:11][CH2:10]1)[N:8]([CH3:16])[C:7]2=[O:17].[Cl:18][C:19]1[CH:29]=[CH:28][CH:27]=[C:26]([Cl:30])[C:20]=1[CH:21]=[CH:22][C:23](O)=[O:24]>>[Cl:1][C:2]1[CH:3]=[CH:4][CH:5]=[C:6]2[C:15]=1[C:9]1([CH2:10][CH2:11][N:12]([C:23](=[O:24])/[CH:22]=[CH:21]/[C:20]3[C:19]([Cl:18])=[CH:29][CH:28]=[CH:27][C:26]=3[Cl:30])[CH2:13][CH2:14]1)[N:8]([CH3:16])[C:7]2=[O:17]. Reported procedure: The title compound was prepared following a procedure analogous to that described in Example 1 using 7-chloro-2-methylspiro[isoindoline-1,4′-piperidin]-3-one and 2,6-dichlorocinnamic acid. 1H NMR (CDCl3) 1.82 (m, 2H), 2.99 (m, 2H), 3.35 (s, 3H), 3.68 (m, 1H), 3.88 (m, 1H), 4.18 (m, 1H), 4.49 (m, 1H), 7.06 (d, 1H), 7.1-7.6 (5H), 7.76 (2H). The reactants are CS(=O)(=O)CCOCCNc1c([N+](=O)[O-])cnc2ccccc12, CC#N, [H][H]. Yields the product CS(=O)(=O)CCOCCNc1c(N)cnc2ccccc12. As a reaction SMILES: [CH3:1][S:2](=[O:3])(=[O:4])[CH2:5][CH2:6][O:7][CH2:8][CH2:9][NH:10][c:11]1[c:12]([N+:21]([O-:22])=[O:23])[cH:13][n:14][c:15]2[cH:16][cH:17][cH:18][cH:19][c:20]12.[CH3:26][C:27]#[N:28].[H:24][H:25]>>[CH3:1][S:2](=[O:3])(=[O:4])[CH2:5][CH2:6][O:7][CH2:8][CH2:9][NH:10][c:11]1[c:12]([NH2:21])[cH:13][n:14][c:15]2[cH:16][cH:17][cH:18][cH:19][c:20]12. Starting materials: F[B-](F)(F)F, CCOC(=O)C(=CC=C(C(=S)OCC)N(C)C)c1ccccc1, CCOC(=O)C(=CC=[N+](C)C)N(C)C, CCO, CCOC(=O)Cc1ccccc1. Product: CCOC(=O)C(=CC=C(C(=O)OCC)N(C)C)c1ccccc1. As a reaction SMILES: [B-:24]([F:25])([F:26])([F:27])[F:28].[CH3:1][N:2]([C:3]([C:4](=[S:5])[O:6][CH2:7][CH3:8])=[CH:9][CH:10]=[C:11]([C:12](=[O:13])[O:14][CH2:15][CH3:16])[c:17]1[cH:18][cH:19][cH:20][cH:21][cH:22]1)[CH3:23].[CH3:29][N:30]([CH3:31])[C:32]([C:33]([O:34][CH2:35][CH3:36])=[O:38])=[CH:37][CH:39]=[N+:40]([CH3:41])[CH3:42].[CH3:55][CH2:56][OH:57].[c:43]1([CH2:44][C:45]([O:46][CH2:47][CH3:48])=[O:49])[cH:50][cH:51][cH:52][cH:53][cH:54]1>>[CH3:1][N:2]([C:3]([C:4]([O:6][CH2:7][CH3:8])=[O:38])=[CH:9][CH:10]=[C:11]([C:12](=[O:13])[O:14][CH2:15][CH3:16])[c:17]1[cH:18][cH:19][cH:20][cH:21][cH:22]1)[CH3:23]. The reactants are CCOC(=O)CSc1nc(=O)[nH]cc1F, Cl, [K+], [OH-]. The product is O=C(O)CSc1nc(=O)[nH]cc1F. RXN SMILES: [CH2:1]([CH3:2])[O:3][C:4](=[O:5])[CH2:6][S:7][c:8]1[n:9][c:10](=[O:15])[nH:11][cH:12][c:13]1[F:14].[ClH:16].[K+:18].[OH-:17]>>[O:3]=[C:4]([OH:5])[CH2:6][S:7][c:8]1[n:9][c:10](=[O:15])[nH:11][cH:12][c:13]1[F:14].